The task is: describe an organic reaction: reactants, conditions, products, and yield. This data is from the Open Reaction Database (ORD), a public repository of structured organic reaction records. The reactants are Cl.COC1=CC=C2CCC(CC2=C1)NCC(O)C1=CC(=CC=C1)Cl (2-[(7-methoxy-1,2,3,4-tetrahydronaphth-2-yl)amino]-1-(3-chlorophenyl) ethanol hydrochloride), N (ammonia), solution, B(Br)(Br)Br (boron tribromide). Run in C(Cl)Cl (methylene chloride), C(Cl)Cl (methylene chloride). Conditions: temperature -20 celsius, time 30 minute. Yields the product OC1=CC=C2CCC(CC2=C1)NCC(O)C1=CC(=CC=C1)Cl (2-[(7-hydroxy-1,2,3,4-tetrahydronaphth-2-yl)amino]-1-(3-chlorophenyl)ethanol). RXN SMILES: Cl.C[O:3][C:4]1[CH:13]=[C:12]2[C:7]([CH2:8][CH2:9][CH:10]([NH:14][CH2:15][CH:16]([C:18]3[CH:23]=[CH:22][CH:21]=[C:20]([Cl:24])[CH:19]=3)[OH:17])[CH2:11]2)=[CH:6][CH:5]=1.B(Br)(Br)Br.N>C(Cl)Cl>[OH:3][C:4]1[CH:13]=[C:12]2[C:7]([CH2:8][CH2:9][CH:10]([NH:14][CH2:15][CH:16]([C:18]3[CH:23]=[CH:22][CH:21]=[C:20]([Cl:24])[CH:19]=3)[OH:17])[CH2:11]2)=[CH:6][CH:5]=1 |f:0.1|. Reported procedure: To a suspension of 3.7 g of 2-[(7-methoxy-1,2,3,4-tetrahydronaphth-2-yl)amino]-1-(3-chlorophenyl) ethanol hydrochloride, obtained as described in Example 7, in 60 ml of anhydrous methylene chloride, there is added dropwise, under a nitrogen stream and at the temperature of -20° C., 60 ml of a 1M solution of boron tribromide in methylene chloride. The reaction mixture is left under stirring at the temperature of -20° C. for 3 hours and 30 minutes. An excess of ice is added and the mixture is made...